This data is from the Open Reaction Database (ORD), a public repository of structured organic reaction records. The task is: describe an organic reaction: reactants, conditions, products, and yield Reactants: CCCCCCC1C=C(Cl)C=CN1C(=O)OC(C)(C)C, [Li]CCCC, C1CCOC1, CI, O. The product is CCCCCCC1C=C(Cl)C=C(C)N1C(=O)OC(C)(C)C. Reaction SMILES: [C:1]([CH3:2])([CH3:3])([CH3:4])[O:5][C:6](=[O:7])[N:8]1[CH:9]([CH2:15][CH2:16][CH2:17][CH2:18][CH2:19][CH3:20])[CH:10]=[C:11]([Cl:14])[CH:12]=[CH:13]1.[CH2:21]([Li:22])[CH2:23][CH2:24][CH3:25].[CH2:29]1[O:30][CH2:31][CH2:32][CH2:33]1.[I:26][CH3:27].[OH2:28]>>[C:1]([CH3:2])([CH3:3])([CH3:4])[O:5][C:6](=[O:7])[N:8]1[CH:9]([CH2:15][CH2:16][CH2:17][CH2:18][CH2:19][CH3:20])[CH:10]=[C:11]([Cl:14])[CH:12]=[C:13]1[CH3:21].